Dataset: the Open Reaction Database (ORD), a public repository of structured organic reaction records. Task: describe an organic reaction: reactants, conditions, products, and yield Starting materials: CC(Cl)c1cccnc1, OC1=CC=C(C(C#N)(C)C)C=C1. Reagents/catalysts: O=C([O-])[O-].[Cs+].[Cs+] (cesium carbonate), [I-].[K+] (potassium iodide). Run in CN(C)C=O (DMF), CN(C)C=O (dmf), CN(C)C=O (DMF). Run at temperature 70 celsius, time 16 hour. The product is N#CC(C)(C)C(C=C%24)=CC=C%24OC(C)C%25=CC=CN=C%25. Reactants: C1(CCC1)OC=1C=C(C=CC1OC)N1C[C@@H](NCC1)CC1=CC=C(C=C1)F ((S)-1-(3-cyclobutoxy-4-methoxyphenyl)-3-(4-fluorobenzyl)piperazine), N1=C(N=CC=C1)CC(=O)O (2-(pyrimidin-2-yl)acetic acid). Product: C1(CCC1)OC=1C=C(C=CC1OC)N1C[C@@H](N(CC1)C(CC1=NC=CC=N1)=O)CC1=CC=C(C=C1)F ((S)-1-(4-(3-cyclobutoxy-4-methoxyphenyl)-2-(4-fluorobenzyl)piperazin-1-yl)-2-(pyrimidin-2-yl)ethanone). Yield: 81.0%. RXN SMILES: [CH:1]1([O:5][C:6]2[CH:7]=[C:8]([N:14]3[CH2:19][CH2:18][NH:17][C@@H:16]([CH2:20][C:21]4[CH:26]=[CH:25][C:24]([F:27])=[CH:23][CH:22]=4)[CH2:15]3)[CH:9]=[CH:10][C:11]=2[O:12][CH3:13])[CH2:4][CH2:3][CH2:2]1.[N:28]1[CH:33]=[CH:32][CH:31]=[N:30][C:29]=1[CH2:34][C:35](O)=[O:36]>>[CH:1]1([O:5][C:6]2[CH:7]=[C:8]([N:14]3[CH2:19][CH2:18][N:17]([C:35](=[O:36])[CH2:34][C:29]4[N:30]=[CH:31][CH:32]=[CH:33][N:28]=4)[C@@H:16]([CH2:20][C:21]4[CH:22]=[CH:23][C:24]([F:27])=[CH:25][CH:26]=4)[CH2:15]3)[CH:9]=[CH:10][C:11]=2[O:12][CH3:13])[CH2:2][CH2:3][CH2:4]1. Procedure details: Prepared by the method outlined for Example 189 using (S)-1-(3-cyclobutoxy-4-methoxyphenyl)-3-(4-fluorobenzyl)piperazine and 2-(pyrimidin-2-yl)acetic acid as starting materials. Product was obtained as a colorless solid (81%). LC/MS 3.59 min, [M+1]+ 491.